This data is from the Open Reaction Database (ORD), a public repository of structured organic reaction records. The task is: describe an organic reaction: reactants, conditions, products, and yield Reactants: CC=1C=C(C=C(C1)[N+](=O)[O-])C1=CC=CC=C1 (3-methyl-5-nitrobiphenyl), ClCCl (dichloromethane). Reagents/catalysts: [Pd] (Pd/C). Solvent: C(C)(=O)OCC (ethyl acetate), C(C)(=O)O (acetic acid). Run at time 3 hour. The product is CC=1C=C(C=C(C1)C1=CC=CC=C1)N (5-methylbiphenyl-3-amine). Reaction SMILES: [CH3:1][C:2]1[CH:3]=[C:4]([C:11]2[CH:16]=[CH:15][CH:14]=[CH:13][CH:12]=2)[CH:5]=[C:6]([N+:8]([O-])=O)[CH:7]=1.ClCCl>C(OCC)(=O)C.C(O)(=O)C.[Pd]>[CH3:1][C:2]1[CH:7]=[C:6]([NH2:8])[CH:5]=[C:4]([C:11]2[CH:16]=[CH:15][CH:14]=[CH:13][CH:12]=2)[CH:3]=1. Reported procedure: Pd/C (10 wt %, 161 mg, 0.151 mmol) was added to a solution of 3-methyl-5-nitrobiphenyl (322 mg, 1.51 mmol) in ethyl acetate (10 mL) and acetic acid (1 mL). The reaction mixture was stirred under an atmosphere of H2 (balloon) for 3 hours and then dichloromethane (5 mL) was added. The reaction mixture was filtered through CELITE, washed with ethyl acetate and concentrated in vacuo. The residue was purified by silica gel column chromatography (ethyl acetate/hexanes) provided 5-methylbiphenyl-3-amin... Reactants: CC(C)(C)O, [K+], [Mg+2], O=[Mn](=O)(=O)[O-], O=S(=O)([O-])[O-], O, Cc1ccccc1C(=O)Nc1ccc(C(=O)N2Cc3ccccc3Cc3ccccc32)cc1. Yields the product Cc1ccccc1C(=O)Nc1ccc(C(=O)N2Cc3ccccc3C(=O)c3ccccc32)cc1. As a reaction SMILES: [C:46]([OH:47])([CH3:48])([CH3:49])[CH3:50].[K+:45].[Mg+2:34].[Mn:40]([O-:41])(=[O:42])(=[O:43])=[O:44].[O-:35][S:36]([O-:37])(=[O:38])=[O:39].[OH2:51].[cH:1]1[cH:2][cH:3][cH:4][c:5]2[c:11]1[CH2:10][c:9]1[c:8]([cH:15][cH:14][cH:13][cH:12]1)[CH2:7][N:6]2[C:16](=[O:17])[c:18]1[cH:19][cH:20][c:21]([NH:24][C:25]([c:26]2[c:27]([CH3:32])[cH:28][cH:29][cH:30][cH:31]2)=[O:33])[cH:22][cH:23]1>>[cH:1]1[cH:2][cH:3][cH:4][c:5]2[c:11]1[C:10](=[O:35])[c:9]1[c:8]([cH:15][cH:14][cH:13][cH:12]1)[CH2:7][N:6]2[C:16](=[O:17])[c:18]1[cH:19][cH:20][c:21]([NH:24][C:25]([c:26]2[c:27]([CH3:32])[cH:28][cH:29][cH:30][cH:31]2)=[O:33])[cH:22][cH:23]1. Starting materials: CON=C1CCC2=CC(=CC=C12)C1=C(OC=C1)C(C)=O (5-(2-Acetylfuran-3-yl)indan-1-one O-methyloxime), COC(N(C)C)OC (N,N-dimethylformamide dimethyl acetal). Product: CON=C1CCC2=CC(=CC=C12)C1=C(OC=C1)C(\C=C\N(C)C)=O (5-[2-((E)-3-Dimethylaminoallanoyl)furan-3-yl]indan-1-one O-methyloxime). The yield is 98.0%. Reaction SMILES: [CH3:1][O:2][N:3]=[C:4]1[C:12]2[C:7](=[CH:8][C:9]([C:13]3[CH:17]=[CH:16][O:15][C:14]=3[C:18](=[O:20])[CH3:19])=[CH:10][CH:11]=2)[CH2:6][CH2:5]1.CO[CH:23](OC)[N:24]([CH3:26])[CH3:25]>>[CH3:1][O:2][N:3]=[C:4]1[C:12]2[C:7](=[CH:8][C:9]([C:13]3[CH:17]=[CH:16][O:15][C:14]=3[C:18](=[O:20])/[CH:19]=[CH:23]/[N:24]([CH3:26])[CH3:25])=[CH:10][CH:11]=2)[CH2:6][CH2:5]1. Procedure: A solution of the product of Step 1 (0.15 g, 0.56 mmol) in N,N-dimethylformamide dimethyl acetal (5 ml) was heated at 100° C. for 18 hours. After cooling to room temperature, the solvent was removed in vacuo to afford the title compound (0.18 g, 98%); MS (ES+) m/e 325 [M+H]+. Starting materials: O=C(O)CC1=C(n2nc(-c3c(-c4ccccc4)nn4ccccc34)ccc2=O)CCCC1, C(=NC1CCCCC1)=NC1CCCCC1, CC1(C)OC(=O)CC(=O)O1, CN(C)c1ccncc1, CC(=O)O, ClCCl, O. The product is CC(=O)CC1=C(n2nc(-c3c(-c4ccccc4)nn4ccccc34)ccc2=O)CCCC1. RXN SMILES: [C:1](=[O:2])([OH:3])[CH2:4][C:5]1=[C:6]([n:11]2[n:12][c:13](-[c:18]3[c:19](-[c:27]4[cH:28][cH:29][cH:30][cH:31][cH:32]4)[n:20][n:21]4[c:22]3[cH:23][cH:24][cH:25][cH:26]4)[cH:14][cH:15][c:16]2=[O:17])[CH2:7][CH2:8][CH2:9][CH2:10]1.[CH2:43]1[CH2:44][CH2:45][CH:46]([N:47]=[C:48]=[N:49][CH:50]2[CH2:51][CH2:52][CH2:53][CH2:54][CH2:55]2)[CH2:56][CH2:57]1.[CH3:33][C:34]1([CH3:35])[O:36][C:37](=[O:38])[CH2:39][C:40](=[O:41])[O:42]1.[CH3:61][N:62]([CH3:63])[c:64]1[cH:65][cH:66][n:67][cH:68][cH:69]1.[CH3:70][C:71](=[O:72])[OH:73].[Cl:58][CH2:59][Cl:60].[OH2:74]>>[C:1](=[O:2])([CH2:4][C:5]1=[C:6]([n:11]2[n:12][c:13](-[c:18]3[c:19](-[c:27]4[cH:28][cH:29][cH:30][cH:31][cH:32]4)[n:20][n:21]4[c:22]3[cH:23][cH:24][cH:25][cH:26]4)[cH:14][cH:15][c:16]2=[O:17])[CH2:7][CH2:8][CH2:9][CH2:10]1)[CH3:33]. Run at time 18 hour. Reactants: C1=CC(=CC=C1C(=O)CBr)Br (PBPB), ClC=1C=C(C=CC1F)NC=1C2=C(N=CN1)N(C=C2)C ((3-chloro-4-fluoro-phenyl)-(7-methyl-7H-pyrrolo[2,3-d]pyrimidin-4-yl)-amine). Reported procedure: PBPB (2.8 g, 7.8 mmol) was added portionwise to the (3-chloro-4-fluoro-phenyl)-(7-methyl-7H-pyrrolo[2,3-d]pyrimidin-4-yl)-amine (1.08 g, 3.9 mmol) suspended in tert-butanol (20 mL) and acetic acid (10 mL). After stirring at room temperature for 18 hours, to the mixture was added zinc dust (760 mg, 11.7 mmol) portionwise and stirring was continued for overnight. The precipitate was filtered off and the filtrate was concentrated. The residue was triturated with little water and the precipitate was... RXN SMILES: C1C(C(CBr)=[O:8])=CC=C(Br)C=1.[Cl:12][C:13]1[CH:14]=[C:15]([NH:20][C:21]2[C:22]3[CH:29]=[CH:28][N:27]([CH3:30])[C:23]=3[N:24]=[CH:25][N:26]=2)[CH:16]=[CH:17][C:18]=1[F:19]>C(O)(C)(C)C.C(O)(=O)C.[Zn]>[Cl:12][C:13]1[CH:14]=[C:15]([NH:20][C:21]2[C:22]3[CH2:29][C:28](=[O:8])[N:27]([CH3:30])[C:23]=3[N:24]=[CH:25][N:26]=2)[CH:16]=[CH:17][C:18]=1[F:19]. Yields the product ClC=1C=C(C=CC1F)NC=1C2=C(N=CN1)N(C(C2)=O)C (4-(3-chloro-4-fluoro-phenylamino)-7-methyl-5,7-dihydro-pyrrolo[2,3-d]pyrimidin-6-one). Reagents/catalysts: [Zn] (zinc). The yield is 98.1%. The solvent is C(C)(=O)O (acetic acid), C(C)(C)(C)O (tert-butanol). Reactants: C(C)N(C(C)C)C(C)C (N-ethyldiisopropylamine), C(C=C)Br (allyl bromide), NCC1=NOC(=N1)C=1N=CN2C1[C@H]1N(C(C3=C2C=CS3)=O)CC1 ((S)-1-(3-aminomethyl-1,2,4-oxadiazol-5-yl)-11,11a-dihydro-8H,10H-azeto[1,2-a]imidazo[5,1-c]thieno[3,2-e][1,4]diazepin-8-one), C(Cl)Cl (methylenechloride), C(Cl)Cl (methylene chloride). Reaction conditions: time 20 hour. The product is C(C=C)N(CC=C)CC1(N=CNO1)C=1N=CN2C1[C@H]1N(C(C3=C2C=CS3)=O)CC1 ((S)-1-(5-diallylaminomethyl-1,2,4-oxadiazol-5-yl)-11,11a-dihydro-8H,10H-azeto[1,2-a]imidazo[5,1-c]thieno[3,2-e][1,4]diazepin-8-one). Yield: 79.0%. RXN SMILES: C([N:3]([CH:7]([CH3:9])C)[CH:4](C)C)C.[CH2:10](Br)[CH:11]=[CH2:12].NC[C:16]1[N:20]=[C:19]([C:21]2[N:22]=[CH:23][N:24]3[C:30]4[CH:31]=[CH:32][S:33][C:29]=4[C:28](=[O:34])[N:27]4[CH2:35][CH2:36][C@H:26]4[C:25]=23)[O:18][N:17]=1.[CH2:37](Cl)Cl>>[CH2:10]([N:3]([CH2:4][C:19]1([C:21]2[N:22]=[CH:23][N:24]3[C:30]4[CH:31]=[CH:32][S:33][C:29]=4[C:28](=[O:34])[N:27]4[CH2:35][CH2:36][C@H:26]4[C:25]=23)[O:18][NH:17][CH:16]=[N:20]1)[CH2:7][CH:9]=[CH2:37])[CH:11]=[CH2:12]. Procedure details: 2.4 ml (13.8 mmol) of N-ethyldiisopropylamine and 0.67 ml (8 mmol) of allyl bromide were added to a solution of 756 mg (2 mmol) of (S)-1-(3-aminomethyl-1,2,4-oxadiazol-5-yl)-11,11a-dihydro-8H,10H-azeto[1,2-a]imidazo[5,1-c]thieno[3,2-e][1,4]diazepin-8-one in 20 ml of methylenechloride and the mixture was stirred at room temperature for 20 hours. The reaction solution was subsequently diluted with methylene chloride and washed three times with water. The organic phases were dried with magnesium su... Starting materials: N([C@@H](CC(C)C)C(=O)N[C@@H](CCCNC(NS(=O)(=O)C1=CC=C(C)C=C1)=N)C(=O)N1[C@H](C(=O)NCC)CCC1)C(=O)OCC1=CC=CC=C1 (Z-Leu-Arg(Tos)-Pro-NHEt), Example 1 ( 1-2 ), [H][H] (hydrogen). Reagents/catalysts: [Pd] (palladium/carbon). Solvent: CO (methanol). Conditions: time 7 hour. The product is N[C@@H](CC(C)C)C(=O)N[C@@H](CCCNC(NS(=O)(=O)C1=CC=C(C)C=C1)=N)C(=O)N1[C@H](C(=O)NCC)CCC1 (H-Leu-Arg(Tos)-Pro-NHEt). Reaction SMILES: [NH:1](C(OCC1C=CC=CC=1)=O)[C@H:2]([C:7]([NH:9][C@H:10]([C:28]([N:30]1[CH2:39][CH2:38][CH2:37][C@H:31]1[C:32]([NH:34][CH2:35][CH3:36])=[O:33])=[O:29])[CH2:11][CH2:12][CH2:13][NH:14][C:15](=[NH:27])[NH:16][S:17]([C:20]1[CH:26]=[CH:25][C:23]([CH3:24])=[CH:22][CH:21]=1)(=[O:19])=[O:18])=[O:8])[CH2:3][CH:4]([CH3:6])[CH3:5].[H][H]>CO.[Pd]>[NH2:1][C@H:2]([C:7]([NH:9][C@H:10]([C:28]([N:30]1[CH2:39][CH2:38][CH2:37][C@H:31]1[C:32]([NH:34][CH2:35][CH3:36])=[O:33])=[O:29])[CH2:11][CH2:12][CH2:13][NH:14][C:15](=[NH:27])[NH:16][S:17]([C:20]1[CH:21]=[CH:22][C:23]([CH3:24])=[CH:25][CH:26]=1)(=[O:18])=[O:19])=[O:8])[CH2:3][CH:4]([CH3:6])[CH3:5]. Procedure details: Z-Leu-Arg(Tos)-Pro-NHEt 20.99 g produced as in Example 1 (1-2) was dissolved in 200 mL of methanol, then hydrogen was passed to the solution in the presence of 1.5 g of 10% palladium/carbon. The mixture was stirred at room temperature for 7 hours, the catalyst was removed, then the filtrate was concentrated under reduced pressure. The residue was solidified by treatment with ether. Thus, H-Leu-Arg(Tos)-Pro-NHEt was obtained. Starting materials: CCOP(=O)(Cc1cccc(C(=O)OC)c1)OCC, CCOCC, CC(C)c1nnn(-c2c(Cl)cccc2Cl)c1COc1ccc(C=O)c(Cl)c1, [H-], [Na+]. The product is COC(=O)c1cccc(C=Cc2ccc(OCc3c(C(C)C)nnn3-c3c(Cl)cccc3Cl)cc2Cl)c1. RXN SMILES: [CH3:1][O:2][C:3]([c:4]1[cH:5][c:6]([CH2:10][P:11]([O:12][CH2:13][CH3:14])([O:15][CH2:16][CH3:17])=[O:18])[cH:7][cH:8][cH:9]1)=[O:19].[CH3:49][CH2:50][O:51][CH2:52][CH3:53].[Cl:22][c:23]1[c:24]([CH:25]=[O:26])[cH:27][cH:28][c:29]([O:31][CH2:32][c:33]2[n:34](-[c:41]3[c:42]([Cl:48])[cH:43][cH:44][cH:45][c:46]3[Cl:47])[n:35][n:36][c:37]2[CH:38]([CH3:39])[CH3:40])[cH:30]1.[H-:20].[Na+:21]>>[CH3:1][O:2][C:3]([c:4]1[cH:5][c:6]([CH:10]=[CH:25][c:24]2[c:23]([Cl:22])[cH:30][c:29]([O:31][CH2:32][c:33]3[n:34](-[c:41]4[c:42]([Cl:48])[cH:43][cH:44][cH:45][c:46]4[Cl:47])[n:35][n:36][c:37]3[CH:38]([CH3:39])[CH3:40])[cH:28][cH:27]2)[cH:7][cH:8][cH:9]1)=[O:19]. Reactants: CC(C)(C)[O-], FC(F)(F)c1nccc(N2CCC3(CC2)CO3)n1, [K+], O=C1CCCN1, CN(C)C=O. The product is O=C1CCCN1CC1(O)CCN(c2ccnc(C(F)(F)F)n2)CC1. RXN SMILES: [CH3:1][C:2]([CH3:3])([O-:4])[CH3:5].[F:13][C:14]([c:15]1[n:16][cH:17][cH:18][c:19]([N:21]2[CH2:22][CH2:23][C:24]3([CH2:25][O:26]3)[CH2:27][CH2:28]2)[n:20]1)([F:29])[F:30].[K+:6].[NH:7]1[C:8](=[O:12])[CH2:9][CH2:10][CH2:11]1.[O:31]=[CH:32][N:33]([CH3:34])[CH3:35]>>[N:7]1([CH2:25][C:24]2([OH:26])[CH2:23][CH2:22][N:21]([c:19]3[cH:18][cH:17][n:16][c:15]([C:14]([F:13])([F:29])[F:30])[n:20]3)[CH2:28][CH2:27]2)[C:8](=[O:12])[CH2:9][CH2:10][CH2:11]1. Starting materials: ClC=1C=C(OCCCCl)C=C(C1)Cl (3-[3,5-dichlorophenoxy]-1-chloropropane), ClC=1C=C(OCCCBr)C=C(C1)Cl (3-[3,5-dichlorophenoxy]-1-bromopropane), C(C)(C)N (isopropyl amine). Solvent: C(Cl)(Cl)Cl (chloroform). RXN SMILES: [Cl:1]C1C=C(C=C(Cl)C=1)OCCCCl.[Cl:14][C:15]1[CH:16]=[C:17]([CH:23]=[C:24]([Cl:26])[CH:25]=1)[O:18][CH2:19][CH2:20][CH2:21]Br.[CH:27]([NH2:30])([CH3:29])[CH3:28]>C(Cl)(Cl)Cl>[ClH:1].[Cl:14][C:15]1[CH:16]=[C:17]([CH:23]=[C:24]([Cl:26])[CH:25]=1)[O:18][CH2:19][CH2:20][CH2:21][NH:30][CH:27]([CH3:29])[CH3:28] |f:4.5|. Procedure details: Following the procedure of Preparation 1, a mixture of 3-[3,5-dichlorophenoxy]-1-chloropropane and 3-[3,5-dichlorophenoxy]-1-bromopropane and isopropyl amine were reacted in refluxing chloroform overnight and the reaction mixture processed to yield an oil, the free base of the title compound. A portion of the oil was reacted with ethereal hydrogen chloride to form the hydrochloride salt; m.p. 157°-159° C. The product is Cl.ClC=1C=C(OCCCNC(C)C)C=C(C1)Cl (3-(3,5-Dichlorophenoxy)-N-(1-methylethyl)-1-propanamine, Hydrochloride).